From a dataset of the Open Reaction Database (ORD), a public repository of structured organic reaction records. describe an organic reaction: reactants, conditions, products, and yield RXN SMILES: [F:1][C:2]1[CH:8]=[C:7]([N+:9]([O-])=O)[C:5]([NH2:6])=[C:4]([CH3:12])[CH:3]=1>O1CCCC1.[Ni]>[NH2:6][C:5]1[C:7]([NH2:9])=[CH:8][C:2]([F:1])=[CH:3][C:4]=1[CH3:12]. The reactants are FC1=CC(=C(N)C(=C1)[N+](=O)[O-])C (4-fluoro-2-methyl-6-nitroaniline). Reagents/catalysts: [Ni] (Raney nickel). Reported procedure: 25 g (0.147 mol) of 4-fluoro-2-methyl-6-nitroaniline in 250 ml of tetrahydrofuran are hydrogenated at about 34° C. for 2 hours in the presence of 8 g of Raney nickel. The reaction mixture is then filtered off and concentrated. The title compound is obtained as a brown oil. The product is NC1=C(C=C(C=C1N)F)C (2,3-Diamino-5-fluorotoluene). Solvent: O1CCCC1 (tetrahydrofuran).